Dataset: the Open Reaction Database (ORD), a public repository of structured organic reaction records. Task: describe an organic reaction: reactants, conditions, products, and yield Reactants: O=C(O)c1ccc(B(O)O)cc1, [Cl-], ClCCl, CC(C)(C)OC(=O)N1CC=C(OS(=O)(=O)C(F)(F)F)CC1, [Li+], [Na+], [Na+], O=C([O-])[O-], c1ccc(P(c2ccccc2)(c2ccccc2)[Pd](P(c2ccccc2)(c2ccccc2)c2ccccc2)(P(c2ccccc2)(c2ccccc2)c2ccccc2)P(c2ccccc2)(c2ccccc2)c2ccccc2)cc1. Product: CC(C)(C)OC(=O)N1CC=C(c2ccc(C(=O)O)cc2)CC1. Reaction SMILES: [C:22](=[O:23])([OH:24])[c:25]1[cH:26][cH:27][c:28]([B:31]([OH:32])[OH:33])[cH:29][cH:30]1.[Cl-:41].[Cl:119][CH2:120][Cl:121].[F:1][C:2]([F:3])([F:4])[S:5]([O:6][C:7]1=[CH:12][CH2:11][N:10]([C:13](=[O:14])[O:15][C:16]([CH3:17])([CH3:18])[CH3:19])[CH2:9][CH2:8]1)(=[O:20])=[O:21].[Li+:40].[Na+:34].[Na+:35].[O-:36][C:37](=[O:38])[O-:39].[cH:42]1[cH:43][cH:44][c:45]([P:46]([Pd:47]([P:48]([c:49]2[cH:50][cH:51][cH:52][cH:53][cH:54]2)([c:55]2[cH:56][cH:57][cH:58][cH:59][cH:60]2)[c:61]2[cH:62][cH:63][cH:64][cH:65][cH:66]2)([P:67]([c:68]2[cH:69][cH:70][cH:71][cH:72][cH:73]2)([c:74]2[cH:75][cH:76][cH:77][cH:78][cH:79]2)[c:80]2[cH:81][cH:82][cH:83][cH:84][cH:85]2)[P:86]([c:87]2[cH:88][cH:89][cH:90][cH:91][cH:92]2)([c:93]2[cH:94][cH:95][cH:96][cH:97][cH:98]2)[c:99]2[cH:100][cH:101][cH:102][cH:103][cH:104]2)([c:105]2[cH:106][cH:107][cH:108][cH:109][cH:110]2)[c:111]2[cH:112][cH:113][cH:114][cH:115][cH:116]2)[cH:117][cH:118]1>>[C:7]1([c:28]2[cH:27][cH:26][c:25]([C:22](=[O:23])[OH:24])[cH:30][cH:29]2)=[CH:12][CH2:11][N:10]([C:13](=[O:14])[O:15][C:16]([CH3:17])([CH3:18])[CH3:19])[CH2:9][CH2:8]1. Reactants: C=CCn1c(Cl)nc2c1c(=O)n(C)c(=O)n2C, CC1CNCC(C)N1, CN1CCCC1=O, CCOC(C)=O, C1CCC2=NCCCN2CC1, O. The product is C=CCn1c(N2CC(C)NC(C)C2)nc2c1c(=O)n(C)c(=O)n2C. RXN SMILES: [CH2:1]([CH:2]=[CH2:3])[n:4]1[c:5]([Cl:17])[n:6][c:7]2[n:8]([CH3:16])[c:9](=[O:15])[n:10]([CH3:14])[c:11](=[O:13])[c:12]12.[CH3:18][CH:19]1[NH:20][CH:21]([CH3:25])[CH2:22][NH:23][CH2:24]1.[CH3:37][N:38]1[CH2:39][CH2:40][CH2:41][C:42]1=[O:43].[CH3:44][CH2:45][O:46][C:47](=[O:48])[CH3:49].[N:26]12[CH2:27][CH2:28][CH2:29][N:30]=[C:31]1[CH2:32][CH2:33][CH2:34][CH2:35][CH2:36]2.[OH2:50]>>[CH2:1]([CH:2]=[CH2:3])[n:4]1[c:5]([N:23]2[CH2:22][CH:21]([CH3:25])[NH:20][CH:19]([CH3:18])[CH2:24]2)[n:6][c:7]2[n:8]([CH3:16])[c:9](=[O:15])[n:10]([CH3:14])[c:11](=[O:13])[c:12]12. Starting materials: CCOC=C(C(=O)OCC)C(=O)OCC, Nc1coc2ccc(Cl)cc2c1=O. Product: CCOC(=O)C(=CNc1coc2ccc(Cl)cc2c1=O)C(=O)OCC. Reaction SMILES: [CH2:14]([O:15][CH:17]=[C:18]([C:19](=[O:20])[O:21][CH2:22][CH3:23])[C:24](=[O:25])[O:26][CH2:27][CH3:28])[CH3:16].[NH2:1][c:2]1[cH:3][o:4][c:5]2[cH:6][cH:7][c:8]([Cl:13])[cH:9][c:10]2[c:11]1=[O:12]>>[NH:1]([c:2]1[cH:3][o:4][c:5]2[cH:6][cH:7][c:8]([Cl:13])[cH:9][c:10]2[c:11]1=[O:12])[CH:17]=[C:18]([C:19](=[O:20])[O:21][CH2:22][CH3:23])[C:24](=[O:25])[O:26][CH2:27][CH3:28]. The reactants are ClC=1C=[N+](C=C(C1C[C@H](OC(=O)[C@@H]1SCCN1)C1=CC(=C(C=C1)OC(F)F)OCC1CC1)Cl)[O-] (3,5-dichloro-4-((S)-2-(3-(cyclopropylmethoxy)-4-(difluoromethoxy)phenyl)-2-((S)-thiazolidine-2-carbonyloxy)ethyl)pyridine 1-oxide), ClS(=O)(=O)C=1C=C(C(=O)O)C=CC1 (3-(chlorosulfonyl)benzoic acid). The solvent is N1=CC=CC=C1 (pyridine), Cl (HCl). Run at time 8 hour. The product is C(=O)(O)C=1C=C(C=CC1)S(=O)(=O)N1[C@@H](SCC1)C(=O)O[C@@H](CC1=C(C=[N+](C=C1Cl)[O-])Cl)C1=CC(=C(C=C1)OC(F)F)OCC1CC1 (4-((S)-2-((S)-3-(3-carboxyphenylsulfonyl)thiazolidine-2-carbonyloxy)-2-(3-(cyclopropylmethoxy)-4-(difluoromethoxy)phenyl)ethyl)-3,5-dichloropyridine 1-oxide). Yield: 35.6%. Reaction SMILES: [Cl:1][C:2]1[CH:3]=[N+:4]([O-:34])[CH:5]=[C:6]([Cl:33])[C:7]=1[CH2:8][C@@H:9]([C:18]1[CH:23]=[CH:22][C:21]([O:24][CH:25]([F:27])[F:26])=[C:20]([O:28][CH2:29][CH:30]2[CH2:32][CH2:31]2)[CH:19]=1)[O:10][C:11]([C@H:13]1[NH:17][CH2:16][CH2:15][S:14]1)=[O:12].Cl[S:36]([C:39]1[CH:40]=[C:41]([CH:45]=[CH:46][CH:47]=1)[C:42]([OH:44])=[O:43])(=[O:38])=[O:37]>N1C=CC=CC=1.Cl>[C:42]([C:41]1[CH:40]=[C:39]([S:36]([N:17]2[CH2:16][CH2:15][S:14][C@H:13]2[C:11]([O:10][C@H:9]([C:18]2[CH:23]=[CH:22][C:21]([O:24][CH:25]([F:27])[F:26])=[C:20]([O:28][CH2:29][CH:30]3[CH2:32][CH2:31]3)[CH:19]=2)[CH2:8][C:7]2[C:6]([Cl:33])=[CH:5][N+:4]([O-:34])=[CH:3][C:2]=2[Cl:1])=[O:12])(=[O:38])=[O:37])[CH:47]=[CH:46][CH:45]=1)([OH:44])=[O:43]. Procedure details: 3,5-dichloro-4-((S)-2-(3-(cyclopropylmethoxy)-4-(difluoromethoxy)phenyl)-2-((S)-thiazolidine-2-carbonyloxy)ethyl)pyridine 1-oxide (209 mg, 0.390 mmol) was dissolved in pyridine (4 ml). 3-(chlorosulfonyl)benzoic acid (172 mg, 0.781 mmol) was added slowly at 0° C., and the reaction was stirred at RT for 8 hours. The reaction mixture was diluted with HCl 1N, filtered, and the precipitate was dissolved in DCM. The organic phase was washed with HCl 1N (2×) and brine, dried over Na2SO4 and concentrate... Starting materials: ( 2 ), C(#N)CC1=C(C=CC(=O)OCC)C=CC=C1 (ethyl o-cyanomethylcinnamate), Pt. The reagents and catalysts are [Pd] (Pd). Yields the product C(#N)CC1=C(CCC(=O)OCC)C=CC=C1 (ethyl o-cyanomethylhydrocinnamate). Reaction SMILES: [C:1]([CH2:3][C:4]1[CH:16]=[CH:15][CH:14]=[CH:13][C:5]=1[CH:6]=[CH:7][C:8]([O:10][CH2:11][CH3:12])=[O:9])#[N:2]>[Pd]>[C:1]([CH2:3][C:4]1[CH:16]=[CH:15][CH:14]=[CH:13][C:5]=1[CH2:6][CH2:7][C:8]([O:10][CH2:11][CH3:12])=[O:9])#[N:2]. Procedure details: Reagent XV is prepared from ethyl o-bromomethylcinnamate by the following series of reactions. (1) The starting ester is heated with a solution of sodium cyanide in ethanol to yield ethyl o-cyanomethylcinnamate. (2) This ester is hydrogenated over a Pt or Pd catalyst to afford ethyl o-cyanomethylhydrocinnamate. (3) This ester is reduced with sodium bis(2-methoxyethoxy)aluminum hydride in benzene to yield [2-(3-hydroxypropyl)phenyl]acetonitrile. (4) The nitrile is hydrolyzed by being heated with ... Reactants: acid chloride, Cl (hydrochloric acid), C1(=CC=CC=C1)O (phenol), [H-].[Na+] (sodium hydride), C(CCC(=O)O)(=O)OCC1=CC=CC=C1 (benzyl hydrogen succinate), C(C(=O)Cl)(=O)Cl (oxalyl chloride). Run in O1CCCC1 (tetrahydrofuran), C(C)(=O)OCC (ethyl acetate), O1CCCC1 (tetrahydrofuran). Reaction conditions: temperature 0 celsius, time 30 minute. Product: ClC(=O)CCC(=O)OCC1=CC=CC=C1 (Benzyl 3-chloroformylpropionate), C1(=CC=CC=C1)[O-].[Na+] (sodium phenolate), C(CCC(=O)OC1=CC=CC=C1)(=O)OCC1=CC=CC=C1 (benzyl phenyl succinate). As a reaction SMILES: [C:1]([O:8][CH2:9][C:10]1[CH:15]=[CH:14][CH:13]=[CH:12][CH:11]=1)(=[O:7])[CH2:2][CH2:3][C:4]([OH:6])=[O:5].C(Cl)(=O)C([Cl:19])=O.[C:22]1([OH:28])[CH:27]=[CH:26][CH:25]=[CH:24][CH:23]=1.[H-].[Na+:30].Cl>O1CCCC1.C(OCC)(=O)C>[Cl:19][C:4]([CH2:3][CH2:2][C:1]([O:8][CH2:9][C:10]1[CH:15]=[CH:14][CH:13]=[CH:12][CH:11]=1)=[O:7])=[O:5].[C:22]1([O-:28])[CH:27]=[CH:26][CH:25]=[CH:24][CH:23]=1.[Na+:30].[C:1]([O:8][CH2:9][C:10]1[CH:11]=[CH:12][CH:13]=[CH:14][CH:15]=1)(=[O:7])[CH2:2][CH2:3][C:4]([O:6][C:22]1[CH:27]=[CH:26][CH:25]=[CH:24][CH:23]=1)=[O:5] |f:3.4,9.10|. Procedure details: Benzyl 3-chloroformylpropionate was prepared from benzyl hydrogen succinate (1.96 g) and oxalyl chloride (0.9 ml) in an usual manner. A solution of sodium phenolate, which was prepared from phenol (1.77 g) and sodium hydride (60% dispersion in mineral oil, 1.13 g) in tetrahydrofuran (20 ml), was added to a solution of the acid chloride in tetrahydrofuran (20 ml) at 0° C. After stirred at 0° C. for 30 minutes, the mixture was poured into a mixture of ethyl acetate and 1N hydrochloric acid. The or... As a reaction SMILES: [NH2:1][C:2]1[CH:7]=[CH:6][C:5]([N:8]2[CH2:13][CH2:12][CH2:11][CH2:10][CH2:9]2)=[CH:4][CH:3]=1.[CH:14]1([N:19]2[C:24]3=[N:25][C:26](S(C)=O)=[N:27][CH:28]=[C:23]3[CH2:22][NH:21][C:20]2=[O:32])[CH2:18][CH2:17][CH2:16][CH2:15]1.C12(CS(O)(=O)=O)C(C)(C)C(CC1)CC2=O.O1CCOCC1>C(Cl)(Cl)Cl.C(OCC)(=O)C>[CH:14]1([N:19]2[C:24]3=[N:25][C:26]([NH:1][C:2]4[CH:3]=[CH:4][C:5]([N:8]5[CH2:13][CH2:12][CH2:11][CH2:10][CH2:9]5)=[CH:6][CH:7]=4)=[N:27][CH:28]=[C:23]3[CH2:22][NH:21][C:20]2=[O:32])[CH2:15][CH2:16][CH2:17][CH2:18]1. Procedure: A solution of 377 mg (2.14 mmol) of 1-(4-aminophenyl)piperidine, 300 mg (1.07 mmol) of 1-cyclopentyl-7-methanesulfinyl-3,4-dihydro-pyrimido[4,5-d]pyrimidin-2(1H)-one, 745 mg (3.21 mmol) of camphorsulfonic acid, and 2 mL of p-dioxane is heated at 130° C. for 1 hour in a sealed tube. The mixture is cooled and diluted with chloroform. The solution is washed twice with saturated aqueous sodium bicarbonate and once each with aqueous sodium chloride then brine. The organic phase is dried over magnesiu... Isolated yield 24.0%. Reactants: NC1=CC=C(C=C1)N1CCCCC1 (1-(4-aminophenyl)piperidine), C1(CCCC1)N1C(NCC=2C1=NC(=NC2)S(=O)C)=O (1-cyclopentyl-7-methanesulfinyl-3,4-dihydro-pyrimido[4,5-d]pyrimidin-2(1H)-one), C12(C(=O)CC(CC1)C2(C)C)CS(=O)(=O)O (camphorsulfonic acid), O1CCOCC1 (p-dioxane). Solvent: C(Cl)(Cl)Cl (chloroform), C(Cl)(Cl)Cl (chloroform), C(C)(=O)OCC (ethyl acetate), C(Cl)(Cl)Cl (chloroform), C(Cl)(Cl)Cl (chloroform). Yields the product C1(CCCC1)N1C(NCC=2C1=NC(=NC2)NC2=CC=C(C=C2)N2CCCCC2)=O (1-Cyclopentyl-7-[4-(piperidin-1-yl)phenylamino]-3,4-dihydro-pyrimido [4,5-d]pyrimidin-2(1H)-one).